This data is from the Open Reaction Database (ORD), a public repository of structured organic reaction records. The task is: describe an organic reaction: reactants, conditions, products, and yield The reactants are COc1ccc(N2C(=O)N(c3cccc(C#N)c3)c3nc(Nc4cccc(CCN5CCN(C)CC5)c4)ncc3C2C)cc1, CS(C)=O, N#Cc1ccccc1, [Na+], [OH-], OO. Yields the product COc1ccc(N2C(=O)N(c3cccc(C(N)=O)c3)c3nc(Nc4cccc(CCN5CCN(C)CC5)c4)ncc3C2C)cc1. Reaction SMILES: [CH3:1][O:2][c:3]1[cH:4][cH:5][c:6]([N:9]2[C:10](=[O:44])[N:11]([c:36]3[cH:37][c:38]([C:39]#[N:40])[cH:41][cH:42][cH:43]3)[c:12]3[n:13][c:14]([NH:20][c:21]4[cH:22][c:23]([CH2:27][CH2:28][N:29]5[CH2:30][CH2:31][N:32]([CH3:35])[CH2:33][CH2:34]5)[cH:24][cH:25][cH:26]4)[n:15][cH:16][c:17]3[CH:18]2[CH3:19])[cH:7][cH:8]1.[CH3:57][S:58](=[O:59])[CH3:60].[N:47]#[C:48][c:49]1[cH:50][cH:51][cH:52][cH:53][cH:54]1.[Na+:46].[OH-:45].[OH:55][OH:56]>>[CH3:1][O:2][c:3]1[cH:4][cH:5][c:6]([N:9]2[C:10](=[O:44])[N:11]([c:36]3[cH:37][c:38]([C:39]([NH2:40])=[O:45])[cH:41][cH:42][cH:43]3)[c:12]3[n:13][c:14]([NH:20][c:21]4[cH:22][c:23]([CH2:27][CH2:28][N:29]5[CH2:30][CH2:31][N:32]([CH3:35])[CH2:33][CH2:34]5)[cH:24][cH:25][cH:26]4)[n:15][cH:16][c:17]3[CH:18]2[CH3:19])[cH:7][cH:8]1. Starting materials: C1CCOC1, CCOC(C)=O, [Cl-], N#Cc1ccc(F)c(Cl)c1, CC(O)C(F)(F)F, [H-], [NH4+], [Na+]. Product: CC(Oc1ccc(C#N)cc1Cl)C(F)(F)F. As a reaction SMILES: [CH2:22]1[O:23][CH2:24][CH2:25][CH2:26]1.[CH3:27][CH2:28][O:29][C:30]([CH3:31])=[O:32].[Cl-:20].[Cl:1][c:2]1[cH:3][c:4]([C:5]#[N:6])[cH:7][cH:8][c:9]1[F:10].[F:11][C:12]([CH:13]([CH3:14])[OH:15])([F:16])[F:17].[H-:19].[NH4+:21].[Na+:18]>>[Cl:1][c:2]1[cH:3][c:4]([C:5]#[N:6])[cH:7][cH:8][c:9]1[O:15][CH:13]([C:12]([F:11])([F:16])[F:17])[CH3:14].